From a dataset of the Open Reaction Database (ORD), a public repository of structured organic reaction records. describe an organic reaction: reactants, conditions, products, and yield The reactants are COC1=CC(=C(C(=C1)C)C1=C(C=NC=C1C)C)C (4-(4-methoxy-2,6-dimethyl-phenyl)-3,5-dimethyl-pyridine), IC (iodomethane). Run in C(Cl)Cl (CH2Cl2). Reaction conditions: temperature 60 celsius. The product is [I-].COC1=CC(=C(C(=C1)C)C1=C(C=[N+](C=C1C)C)C)C (4-(4-methoxy-2,6-dimethyl-phenyl)-1,3,5-trimethyl-pyridinium iodide), solid. Yield: 99.8%. Reaction SMILES: [CH3:1][O:2][C:3]1[CH:8]=[C:7]([CH3:9])[C:6]([C:10]2[C:15]([CH3:16])=[CH:14][N:13]=[CH:12][C:11]=2[CH3:17])=[C:5]([CH3:18])[CH:4]=1.[I:19][CH3:20]>C(Cl)Cl>[I-:19].[CH3:1][O:2][C:3]1[CH:4]=[C:5]([CH3:18])[C:6]([C:10]2[C:15]([CH3:16])=[CH:14][N+:13]([CH3:20])=[CH:12][C:11]=2[CH3:17])=[C:7]([CH3:9])[CH:8]=1 |f:3.4|. Procedure details: To a solution of 4 (0.241 g, 1.00 mmol) in dry CH2Cl2 (5 mL) was added dropwise iodomethane (0.32 mL, 0.729 g, 5.10 mmol) at room temperature under N2. The reaction mixture was then refluxed at 60° C. under N2 for 1 h. After cooling to room temperature, the mixture was concentrated in vacuo to give the corresponding methyl pyridinium iodide salt as an analytically pure yellow solid (0.382 g, 99.8%). mp 220-221° C.; 1H NMR (400 MHz, CD2Cl2): δ 9.079 (s, 2H), 6.751 (s, 2H), 4.579 (s, 3H), 3.881 (s... Reactants: ClC=1C=C(C(=C(C1)C=1C=C2CC[C@@H](C2=CC1)NC(=O)C1(CC1)N)C1=NOC(=N1)C)F (1-Amino-cyclopropanecarboxylic acid{(S)-5-[5-chloro-3-fluoro-2-(5-methyl-[1,2,4]oxadiazol-3-yl)-phenyl]-indan-1-yl}-amide), O1N=CC=C1C(=O)O (isoxazole-5-carboxylic acid). Product: ClC=1C=C(C(=C(C1)C=1C=C2CC[C@@H](C2=CC1)NC(=O)C1(CC1)NC(=O)C1=CC=NO1)C1=NOC(=N1)C)F (Isoxazole-5-carboxylic acid(1-{(S)-5-[5-chloro-3-fluoro-2-(5-methyl-[1,2,4]oxadiazol-3-yl)-phenyl]-indan-1-ylcarbamoyl}-cyclopropyl)-amide). RXN SMILES: [Cl:1][C:2]1[CH:3]=[C:4]([F:30])[C:5]([C:24]2[N:28]=[C:27]([CH3:29])[O:26][N:25]=2)=[C:6]([C:8]2[CH:9]=[C:10]3[C:14](=[CH:15][CH:16]=2)[C@@H:13]([NH:17][C:18]([C:20]2([NH2:23])[CH2:22][CH2:21]2)=[O:19])[CH2:12][CH2:11]3)[CH:7]=1.[O:31]1[C:35]([C:36](O)=[O:37])=[CH:34][CH:33]=[N:32]1>>[Cl:1][C:2]1[CH:3]=[C:4]([F:30])[C:5]([C:24]2[N:28]=[C:27]([CH3:29])[O:26][N:25]=2)=[C:6]([C:8]2[CH:9]=[C:10]3[C:14](=[CH:15][CH:16]=2)[C@@H:13]([NH:17][C:18]([C:20]2([NH:23][C:36]([C:35]4[O:31][N:32]=[CH:33][CH:34]=4)=[O:37])[CH2:21][CH2:22]2)=[O:19])[CH2:12][CH2:11]3)[CH:7]=1. Procedure details: In analogy to the procedures described for the preparation of intermediate A-1 [B], 1-amino-cyclopropanecarboxylic acid{(S)-5-[5-chloro-3-fluoro-2-(5-methyl-[1,2,4]oxadiazol-3-yl)-phenyl]-indan-1-yl}-amide (example 24) was coupled with isoxazole-5-carboxylic acid to yield the title compound as light yellow solid. MS: 522.1 (MH+, 1Cl). The reactants are BrBr (Bromine), FC1=CC=C2C=CC=NC2=C1OC (7-fluoro-8-methoxyquinoline). Solvent: C(C)(=O)O (acetic acid). Run at temperature 40 celsius. The product is BrC1=C2C=CC=NC2=C(C(=C1)F)OC (5-Bromo-7-fluoro-8-methoxyquinoline). RXN SMILES: [Br:1]Br.[F:3][C:4]1[C:13]([O:14][CH3:15])=[C:12]2[C:7]([CH:8]=[CH:9][CH:10]=[N:11]2)=[CH:6][CH:5]=1>C(O)(=O)C>[Br:1][C:6]1[CH:5]=[C:4]([F:3])[C:13]([O:14][CH3:15])=[C:12]2[C:7]=1[CH:8]=[CH:9][CH:10]=[N:11]2. Reported procedure: Bromine (0.48 ml) was added dropwise to a solution of 7-fluoro-8-methoxyquinoline (1.6 g) in glacial acetic acid (24 ml). The mixture was heated to 40° C. for 4 h and the reaction quenched with 5% aqueous sodium metabisulphite (100 ml). The solution was basified with 25% aqueous sodium hydroxide to pH13 and the product extracted with ethyl acetate (3×150 ml). The extracts were combined, dried over magnesium sulphate, filtered and the filtrate evaporated in vacuo. The residue was purified by colu... Reaction SMILES: [CH2:1]([O:8][C:9]([N:11]([CH3:33])[N:12]1[C:21]([C:22]([OH:24])=[O:23])=[C:20]([C:25]2[CH:30]=[CH:29][CH:28]=[CH:27][CH:26]=2)[C:19]2[C:14](=[CH:15][CH:16]=[C:17]([Cl:31])[CH:18]=2)[C:13]1=[O:32])=[O:10])[C:2]1[CH:7]=[CH:6][CH:5]=[CH:4][CH:3]=1.[F:34][C:35]1[CH:42]=[CH:41][C:38]([CH2:39]O)=[CH:37][CH:36]=1>>[F:34][C:35]1[CH:42]=[CH:41][C:38]([CH2:39][O:23][C:22]([C:21]2[N:12]([N:11]([C:9]([O:8][CH2:1][C:2]3[CH:7]=[CH:6][CH:5]=[CH:4][CH:3]=3)=[O:10])[CH3:33])[C:13](=[O:32])[C:14]3[C:19]([C:20]=2[C:25]2[CH:30]=[CH:29][CH:28]=[CH:27][CH:26]=2)=[CH:18][C:17]([Cl:31])=[CH:16][CH:15]=3)=[O:24])=[CH:37][CH:36]=1. Product: FC1=CC=C(COC(=O)C=2N(C(C3=CC=C(C=C3C2C2=CC=CC=C2)Cl)=O)N(C)C(=O)OCC2=CC=CC=C2)C=C1 (2-[(benzyloxycarbonyl)(methyl)amino]-6-chloro-1-oxo-4-phenyl-1,2-dihydroisoquinoline-3-carboxylic acid 4-fluorobenzyl ester). The reactants are C(C1=CC=CC=C1)OC(=O)N(N1C(C2=CC=C(C=C2C(=C1C(=O)O)C1=CC=CC=C1)Cl)=O)C (2-[(benzyloxycarbonyl)(methyl)amino]-6-chloro-1-oxo-4-phenyl-1,2-dihydroisoquinoline-3-carboxylic acid), FC1=CC=C(CO)C=C1 (4-fluorobenzyl alcohol), powder. Procedure details: The present compound was synthesized by a method similar to that in Example 200 and using 2-[(benzyloxycarbonyl)(methyl)amino]-6-chloro-1-oxo-4-phenyl-1,2-dihydroisoquinoline-3-carboxylic acid (200 mg) and 4-fluorobenzyl alcohol. A colorless powder (145 mg). HPLC analysis (Agilent 1100 system): purity 98% (retention time: 4.33 min). MS (ESI+): 571 (M+H), 573. Reactants: C(C)(C)(C)C1=NC(=CC(=C1)C)C(C)(C)C (2,6-di-tert-butyl-4-methylpyridine), FC(S(=O)(=O)[O-])(F)F.FC(C[I+]C1=CC=CC=C1)(F)F ((2,2,2-trifluoroethyl)phenyliodonium trifluoromethanesulfonate), NC1=CC=CC=C1 (aniline). Solvent: C(Cl)Cl (methylene chloride). Conditions: time 2 hour. Product: FC(CN(C1=CC=CC=C1)CC(F)(F)F)(F)F (N,N-bis(2,2,2-trifluoroethyl)aniline). The yield is 31.1%. RXN SMILES: [C:1](C1C=C(C)C=C(C(C)(C)C)N=1)(C)(C)C.[F:16][C:17]([F:23])([F:22])S([O-])(=O)=O.[F:24][C:25]([F:35])([F:34])[CH2:26][I+]C1C=CC=CC=1.[NH2:36][C:37]1[CH:42]=[CH:41][CH:40]=[CH:39][CH:38]=1>C(Cl)Cl>[F:16][C:17]([F:23])([F:22])[CH2:1][N:36]([CH2:26][C:25]([F:35])([F:34])[F:24])[C:37]1[CH:42]=[CH:41][CH:40]=[CH:39][CH:38]=1 |f:1.2|. Procedure details: 310 mg (1.49 mmol) of 2,6-di-tert-butyl-4-methylpyridine was added to a solution of 654 mg (1.49 mmol) of (2,2,2-trifluoroethyl)phenyliodonium trifluoromethanesulfonate in 5 ml of methylene chloride in an argon atmosphere at room temperature, and then 46 mg (1.49 mmol of aniline was added to the mixture. After stirring for 2 hours at room temperature for 2 hours, the mixture was worked up in the same manner as described in Reference Example 4 to obtain 119 mg (94%) of N,N-bis(2,2,2-trifluoroethy... Reactants: C1(=CC=C(C=C1)NC(=O)N)C (p-tolylurea), C(C)(C)(C1=CC=CC=C1)Cl (cumyl chloride), CC(=C)C1=CC=CC=C1 (α-methylstyrene). The solvent is CC(=O)CC(C)C (methylisobutyl ketone). Conditions: time 5 hour. Yields the product CC(C1=CC=CC=C1)(C)NC(=O)NC1=CC=C(C=C1)C (N-(α,α-dimethylbenzyl)-N'-(p-tolyl)urea). Reaction SMILES: [C:1]1([CH3:11])[CH:6]=[CH:5][C:4]([NH:7][C:8]([NH2:10])=[O:9])=[CH:3][CH:2]=1.[C:12](Cl)([C:15]1[CH:20]=[CH:19][CH:18]=[CH:17][CH:16]=1)([CH3:14])[CH3:13].CC(C1C=CC=CC=1)=C>CC(CC(C)C)=O>[CH3:13][C:12]([NH:10][C:8]([NH:7][C:4]1[CH:5]=[CH:6][C:1]([CH3:11])=[CH:2][CH:3]=1)=[O:9])([CH3:14])[C:15]1[CH:20]=[CH:19][CH:18]=[CH:17][CH:16]=1. Reported procedure: 11.25 parts of p-tolylurea, 7.72 parts of cumyl chloride and 23.64 g of α-methylstyrene were added to 80 parts of methylisobutyl ketone, and the reaction was performed at 60° C. for 5 hours. After the reaction, the solvent was evaporated off at reduced pressure. The residue was washed with n-hexane, and recrystallized from a mixture of water and methanol to afford 5.4 parts of N-(α,α-dimethylbenzyl)-N'-(p-tolyl)urea.